From a dataset of the Open Reaction Database (ORD), a public repository of structured organic reaction records. describe an organic reaction: reactants, conditions, products, and yield Reactants: carbons, carbons, C(C)[SiH](CC)CC (Triethylsilane), C(C)OC(=O)C=1NC=C(C1)C(CCC1CCCC1)=O (4-(3-Cyclopentylpropionyl)-1H-pyrrole-2-carboxylic acid ethyl ester), CH3 carbons. The solvent is FC(C(=O)O)(F)F (trifluoroacetic acid). Yields the product C(C)OC(=O)C=1NC=C(C1)CCCC1CCCC1 (4-(3-cyclopentylpropyl)-1H-pyrrole-2-carboxylic acid ethyl ester). RXN SMILES: C([SiH](CC)CC)C.[CH2:8]([O:10][C:11]([C:13]1[NH:14][CH:15]=[C:16]([C:18](=O)[CH2:19][CH2:20][CH:21]2[CH2:25][CH2:24][CH2:23][CH2:22]2)[CH:17]=1)=[O:12])[CH3:9]>FC(F)(F)C(O)=O>[CH2:8]([O:10][C:11]([C:13]1[NH:14][CH:15]=[C:16]([CH2:18][CH2:19][CH2:20][CH:21]2[CH2:22][CH2:23][CH2:24][CH2:25]2)[CH:17]=1)=[O:12])[CH3:9]. Procedure: Triethylsilane (4.28 mL, 26.86 mmol) was added to a stirring, room temperature solution of 74 (2.2816 g, 8.66 mmol) in trifluoroacetic acid (TFA) (20.6 mL, 0.42 M) under N2. When the reaction was judged complete by HPLC, the TFA was removed under vacuum, and the crude product was taken up in EtOAc, washed with brine, dried with Na2SO4, filtered, concentrated, and purified by preparative reverse phase HPLC with the following conditions: 30:70 H2O:CH3CN; 20 mL/min.; λ=254 nm. 75 was obtained as a ... Starting materials: C1CCOC1, CN(C)CCO, CC1CCC(C)N1C(=O)CCC1(c2ccc(Cl)cc2)c2cc(O)ccc2-c2nccn21, CC(C)OC(=O)N=NC(=O)OC(C)C, c1ccc(P(c2ccccc2)c2ccccc2)cc1. Product: CC1CCC(C)N1C(=O)CCC1(c2ccc(Cl)cc2)c2cc(OCCN(C)C)ccc2-c2nccn21. Reaction SMILES: [CH2:71]1[O:72][CH2:73][CH2:74][CH2:75]1.[CH3:51][N:52]([CH2:53][CH2:54][OH:55])[CH3:56].[Cl:1][c:2]1[cH:3][cH:4][c:5]([C:8]2([CH2:21][CH2:22][C:23](=[O:24])[N:25]3[CH:26]([CH3:31])[CH2:27][CH2:28][CH:29]3[CH3:30])[n:9]3[c:10]([n:18][cH:19][cH:20]3)-[c:11]3[cH:12][cH:13][c:14]([OH:17])[cH:15][c:16]32)[cH:6][cH:7]1.[O:57]=[C:58]([O:59][CH:60]([CH3:61])[CH3:62])[N:63]=[N:64][C:65]([O:66][CH:67]([CH3:68])[CH3:69])=[O:70].[c:32]1([P:33]([c:34]2[cH:35][cH:36][cH:37][cH:38][cH:39]2)[c:40]2[cH:41][cH:42][cH:43][cH:44][cH:45]2)[cH:46][cH:47][cH:48][cH:49][cH:50]1>>[Cl:1][c:2]1[cH:3][cH:4][c:5]([C:8]2([CH2:21][CH2:22][C:23](=[O:24])[N:25]3[CH:26]([CH3:31])[CH2:27][CH2:28][CH:29]3[CH3:30])[n:9]3[c:10]([n:18][cH:19][cH:20]3)-[c:11]3[cH:12][cH:13][c:14]([O:17][CH2:54][CH2:53][N:52]([CH3:51])[CH3:56])[cH:15][c:16]32)[cH:6][cH:7]1. Starting materials: BrBr (bromine), C1=CC=C2C=CC=C3C(=O)C4=CC=CC=C4C1=C23 (benzanthrone), O (water). The solvent is C(C)(=O)O (acetic acid), C(C)(=O)O (acetic acid). The product is BrC=1C=CC=2C3=CC=CC=C3C(C3=CC=CC1C23)=O (3-bromobenzanthrone). The yield is 68.1%. As a reaction SMILES: [Br:1]Br.[CH:3]1[C:19]2=[C:20]3[C:10]([C:11]([C:13]4[C:18]2=[CH:17][CH:16]=[CH:15][CH:14]=4)=[O:12])=[CH:9][CH:8]=[CH:7][C:6]3=[CH:5][CH:4]=1.O>C(O)(=O)C>[Br:1][C:5]1[CH:4]=[CH:3][C:19]2[C:18]3[C:13]([C:11](=[O:12])[C:10]4[C:20]=2[C:6]=1[CH:7]=[CH:8][CH:9]=4)=[CH:14][CH:15]=[CH:16][CH:17]=3. Procedure: A solution of 11.2 g of bromine in 20.5 g of acetic acid was added dropwise to a mixture of 11.5 g of benzanthrone, 184 g of acetic acid and 23 g of water with stirring. The total mixture was heated with stirring to 100° C for 5.5 hours. The precipitated crystals were filtered and washed with water and dried. The product was recrystallized from a mixture of 88.3 g of chlorobenzene and 6.3 g of methanol whereby 10.52 g of 3-bromobenzanthrone were obtained. Starting materials: O1CCC(C2=CC=CC=C12)O (chroman-4-ol), ClC=1C(C(=C(C(C1Cl)=O)C#N)C#N)=O (2,3-dichloro-5,6-dicyanobenzoquinone), C(C1=CC=CC=C1)OC1=CC2=C(C=C(CO2)C2=CC=C(C=C2)OC)C=C1 (7-benzyloxy-3-(4-methoxyphenyl)-2H-1-benzopyran), O1CCC(C2=CC=CC=C12)O (chroman-4-ol), O1CCC(C2=CC=CC=C12)O (chroman-4-ol). Solvent: O1CCOCC1 (1,4-dioxane). The product is O1C=C(C(=O)C2=CC=CC=C12)C1=CC=CC=C1 (isoflavone). RXN SMILES: C(O[C:9]1[CH:26]=[CH:25][C:12]2[CH:13]=[C:14]([C:17]3[CH:22]=[CH:21][C:20](OC)=[CH:19][CH:18]=3)[CH2:15][O:16][C:11]=2[CH:10]=1)C1C=CC=CC=1.[O:27]1C2C(=CC=CC=2)C(O)CC1.ClC1C(=O)C(C#N)=C(C#N)C(=O)C=1Cl>O1CCOCC1>[O:16]1[C:11]2[C:12](=[CH:25][CH:26]=[CH:9][CH:10]=2)[C:13](=[O:27])[C:14]([C:17]2[CH:22]=[CH:21][CH:20]=[CH:19][CH:18]=2)=[CH:15]1. Procedure details: Using the general procedure of hydroboration-oxidation, compound 1 was converted into a chroman-4-ol (compound 4) at a yield of 60%. Compound 4 was treated with 2,3-dichloro-5,6-dicyanobenzoquinone (DDQ) in refluxing 1,4-dioxane to undergo oxidation-dehydrogenation to give an isoflavone (compound 5) at a yield of 78%. After the deprotection of compound 5 with AlCl3/EtSH, daidzein (compound 6a) was produced at a yield of 92%. On the other hand, compound 5 could be selectively debenzylated with Pe... The reactants are C(O)([O-])=O.[Na+] (sodium hydrogencarbonate), ClCC=NO (chloroacetoaldehyde oxime), S(O)(O)(=O)=O (sulfuric acid), C=C(C)C (isobutene). Solvent: C(C)OCC (diethyl ether). Product: C(C)(C)(C)ON=CCCl (chloroacetoaldehyde O-tert-butyloxime). As a reaction SMILES: [Cl:1][CH2:2][CH:3]=[N:4][OH:5].S(=O)(=O)(O)O.[CH2:11]=[C:12]([CH3:14])[CH3:13].C(=O)([O-])O.[Na+]>C(OCC)C>[C:12]([O:5][N:4]=[CH:3][CH2:2][Cl:1])([CH3:14])([CH3:13])[CH3:11] |f:3.4|. Procedure: Then, 0.47 g of chloroacetoaldehyde oxime, 0.1 ml of concentrated sulfuric acid, and 10 ml of diethyl ether are placed in a reaction vessel, into which isobutene gas is blown with stirring under ice cooling, and the stirring is further continued at room temperature. After completion of the reaction, the reaction mixture is slowly poured into saturated aqueous sodium hydrogencarbonate solution, and extracted twice with diethyl ether. The diethyl ether layers are combined, washed with 10% aqueous ... Product: Cl.N[C@@H](CC1=CC=CC=C1)C(=O)N[C@@H](C(C)C)C(=O)N[C@@H](CC1=CNC2=CC=CC=C12)C(=O)O (L-Phenylalanyl-valyl-tryptophan hydrochloride). RXN SMILES: C(OC([NH:8][C@H:9]([C:17]([NH:19][C@H:20]([C:24]([NH:26][C@H:27]([C:38]([OH:40])=[O:39])[CH2:28][C:29]1[C:37]2[C:32](=[CH:33][CH:34]=[CH:35][CH:36]=2)[NH:31][CH:30]=1)=[O:25])[CH:21]([CH3:23])[CH3:22])=[O:18])[CH2:10][C:11]1[CH:16]=[CH:15][CH:14]=[CH:13][CH:12]=1)=O)(C)(C)C.C(O)(=O)C.[ClH:45]>O1CCOCC1>[ClH:45].[NH2:8][C@H:9]([C:17]([NH:19][C@H:20]([C:24]([NH:26][C@H:27]([C:38]([OH:40])=[O:39])[CH2:28][C:29]1[C:37]2[C:32](=[CH:33][CH:34]=[CH:35][CH:36]=2)[NH:31][CH:30]=1)=[O:25])[CH:21]([CH3:23])[CH3:22])=[O:18])[CH2:10][C:11]1[CH:12]=[CH:13][CH:14]=[CH:15][CH:16]=1 |f:4.5|. The reactants are C(C)(C)(C)OC(=O)N[C@@H](CC1=CC=CC=C1)C(=O)N[C@@H](C(C)C)C(=O)N[C@@H](CC1=CNC2=CC=CC=C12)C(=O)O (t-butyloxycarbonyl-phenylalanyl-valyl-tryptophan), C(C)(=O)O (acetic acid), Cl (hydrochloric acid). Run in O1CCOCC1 (dioxane). Procedure details: The title compound is prepared using the previously described procedures and the following reagants: 1.85 grams (3.4 mmoles) t-butyloxycarbonyl-phenylalanyl-valyl-tryptophan, 10 ml of glacial acetic acid and 7.25 ml of 6.07 N hydrochloric acid in dioxane. Yield is 1.6 g (100 percent). Analysis calculated for C25H30N4O4.HCl.2H2O: C, 56.99; H, 6.93; N, 9.17. Found: C, 56.70; H, 6.43; N, 8.82.